Dataset: the Open Reaction Database (ORD), a public repository of structured organic reaction records. Task: describe an organic reaction: reactants, conditions, products, and yield Reactants: C(CCCCCCCCCCCCCCC)NC1=CC=C(C(=O)O)C=C1 (4-(n-hexadecylamino)benzoic acid), O1C(CO)C1 (2,3-epoxypropan-1-ol), CN(P(=O)(N(C)C)N(C)C)C (hexamethylphosphoramide), CCOCC (ether). Run in O (water). Product: C(CCCCCCCCCCCCCCC)NC1=CC=C(C(=O)OCC(CO)O)C=C1 (2,3-Dihydroxypropyl 4-(n-hexadecylamino)benzoate). RXN SMILES: [CH2:1]([NH:17][C:18]1[CH:26]=[CH:25][C:21]([C:22]([OH:24])=[O:23])=[CH:20][CH:19]=1)[CH2:2][CH2:3][CH2:4][CH2:5][CH2:6][CH2:7][CH2:8][CH2:9][CH2:10][CH2:11][CH2:12][CH2:13][CH2:14][CH2:15][CH3:16].[O:27]1[CH2:31][CH:28]1[CH2:29][OH:30].CN(C)P(N(C)C)(N(C)C)=O.CCOCC>O>[CH2:1]([NH:17][C:18]1[CH:19]=[CH:20][C:21]([C:22]([O:24][CH2:31][CH:28]([OH:27])[CH2:29][OH:30])=[O:23])=[CH:25][CH:26]=1)[CH2:2][CH2:3][CH2:4][CH2:5][CH2:6][CH2:7][CH2:8][CH2:9][CH2:10][CH2:11][CH2:12][CH2:13][CH2:14][CH2:15][CH3:16]. Procedure details: A solution of 3.6 g. of 4-(n-hexadecylamino)benzoic acid and 1.0 g. of 2,3-epoxypropan-1-ol in 100 ml. of hexamethylphosphoramide is heated at 90° C. for 8 hours. After addition of ether and water, the ether layer is separated and the ether extraction repeated several times. Following evaporation of the ether extracts, the mixture of starting material and desired 2,3-dihydroxypropyl ester is separated by chromatography on silica gel and recrystallized from acetonitrile. Product: FC(C=1NC2=CC=C(C=C2C1)CNC(=O)C=1C=NC(=CC1)C(F)(F)F)(F)F (N-[(2-Trifluoromethyl-1H-indol-5-yl)methyl]-6-(trifluoromethyl)-3-pyridinecarboxamide). As a reaction SMILES: Cl.[F:2][C:3]([F:16])([F:15])[C:4]1[NH:5][C:6]2[C:11]([CH:12]=1)=[CH:10][C:9]([CH2:13][NH2:14])=[CH:8][CH:7]=2.[F:17][C:18]([F:29])([F:28])[C:19]1[CH:27]=[CH:26][C:22]([C:23](O)=[O:24])=[CH:21][N:20]=1.C(N(C(C)C)CC)(C)C.CCCP(=O)=O>O1CCCC1>[F:16][C:3]([F:2])([F:15])[C:4]1[NH:5][C:6]2[C:11]([CH:12]=1)=[CH:10][C:9]([CH2:13][NH:14][C:23]([C:22]1[CH:21]=[N:20][C:19]([C:18]([F:29])([F:17])[F:28])=[CH:27][CH:26]=1)=[O:24])=[CH:8][CH:7]=2 |f:0.1|. Procedure details: {[2-(trifluoromethyl)-1H-indol-5-yl]methyl}amine hydrochloride (Intermediate 5A, 646 g, 71% free amine equivalent), 6-trifluormethylnicotinic acid (429.7 g), diisopropylethylamine (1500 mL) and tetrahydrofuran (5.1 L) were placed in a flask equipped with an addition funnel, thermometer, and nitrogen inlet. The mixture was stirred vigorously for 10-15 min. The mixture was cooled to ˜5° C. and propylphosphonic anhydride (3.2 L of 50 wt % solution) added slowly. The mixture was stirred at ˜15° C. f... Run in O1CCCC1 (tetrahydrofuran). Reactants: Cl.FC(C=1NC2=CC=C(C=C2C1)CN)(F)F ({[2-(trifluoromethyl)-1H-indol-5-yl]methyl}amine hydrochloride), Cl.FC(C=1NC2=CC=C(C=C2C1)CN)(F)F ({[2-(trifluoromethyl)-1H-indol-5-yl]methyl}amine hydrochloride), FC(C1=NC=C(C(=O)O)C=C1)(F)F (6-trifluormethylnicotinic acid), C(C)(C)N(CC)C(C)C (diisopropylethylamine), CCCP(=O)=O (propylphosphonic anhydride). Yield: 60.7%. Conditions: temperature 5 celsius, time 12.5 minute.